Dataset: the Open Reaction Database (ORD), a public repository of structured organic reaction records. Task: describe an organic reaction: reactants, conditions, products, and yield Reactants: Cl.O1C(COC2=C1C=CC=C2)CN (2,3-dihydro-1,4-benzodioxin-2-methanamine hydrochloride), COC=1C=C2C(=CNC2=CC1)CCCC(=O)O (5-methoxyindole-3-butyric acid), O.ON1N=NC2=C1C=CC=C2 (1-hydroxybenzotriazole hydrate), C(C)(C)N=C=NC(C)C (1,3-diisopropylcarbodiimide). Solvent: CN(C)C=O (DMF), CN(C)C=O (DMF). Run at time 2 hour. The product is O1C(COC2=C1C=CC=C2)CNCCCCC2=CNC1=CC=C(C=C21)OC ((2,3-Dihydro-benzo[1,4]dioxin-2-ylmethyl)-[4-(5-methoxy-1H-indol-3-yl)-butyl]-amine). Isolated yield 76.7%. As a reaction SMILES: [CH3:1][O:2][C:3]1[CH:4]=[C:5]2[C:9](=[CH:10][CH:11]=1)[NH:8][CH:7]=[C:6]2[CH2:12][CH2:13][CH2:14][C:15](O)=O.O.ON1C2C=CC=CC=2N=N1.C(N=C=NC(C)C)(C)C.Cl.[O:39]1[C:44]2[CH:45]=[CH:46][CH:47]=[CH:48][C:43]=2[O:42][CH2:41][CH:40]1[CH2:49][NH2:50]>CN(C=O)C>[O:39]1[C:44]2[CH:45]=[CH:46][CH:47]=[CH:48][C:43]=2[O:42][CH2:41][CH:40]1[CH2:49][NH:50][CH2:15][CH2:14][CH2:13][CH2:12][C:6]1[C:5]2[C:9](=[CH:10][CH:11]=[C:3]([O:2][CH3:1])[CH:4]=2)[NH:8][CH:7]=1 |f:1.2,4.5|. Reported procedure: 5-methoxyindole-3-butyric acid (1.5 g, 6.4 mmole), 1-hydroxybenzotriazole hydrate (1.0 g, 7.7 mmole) and 1,3-diisopropylcarbodiimide (2.4 ml, 15.4 mmole) were combined in 150 ml of DMF and stirred at room temperature for 2 hours under a nitrogen atmosphere. To this was added dropwise 2,3-dihydro-1,4-benzodioxin-2-methanamine hydrochloride (1.3 g, 6.4 mmole) in 50 ml of DMF and the mixture was further stirred for 24 hours. The solvent was removed and the residue partitioned between dichloromethan... Reactants: BrC1=C2C(=NNC2=CC=C1)O[C@H]1[C@H](OC(C(C)(C)C)=O)[C@@H](OC(C(C)(C)C)=O)[C@H](OC(C(C)(C)C)=O)[C@H](O1)COC(C(C)(C)C)=O (4-bromo-3-(2,3,4,6-tetra-O-pivaloyl-β-D-glucopyranosyloxy)-1H-indazole), C=CC1=CC=CC=C1 (styrene), CC1=C(C=CC=C1)P(C1=C(C=CC=C1)C)C1=C(C=CC=C1)C (tris(2-methylphenyl)phosphine). The reagents and catalysts are C(C)(=O)[O-].[Pd+2].C(C)(=O)[O-] (palladium (II) acetate). The solvent is C(C)N(CC)CC (triethylamine). Yields the product C1(=CC=CC=C1)/C=C/C1=C2C(=NNC2=CC=C1)O[C@H]1[C@H](OC(C(C)(C)C)=O)[C@@H](OC(C(C)(C)C)=O)[C@H](OC(C(C)(C)C)=O)[C@H](O1)COC(C(C)(C)C)=O (4-[(E)-2-Phenylvinyl]-3-(2,3,4,6-tetra-O-pivaloyl-β-D-glucopyranosyloxy)-1H-indazole). Yield: 64.6%. As a reaction SMILES: Br[C:2]1[CH:10]=[CH:9][CH:8]=[C:7]2[C:3]=1[C:4]([O:11][C@@H:12]1[O:38][C@H:37]([CH2:39][O:40][C:41](=[O:46])[C:42]([CH3:45])([CH3:44])[CH3:43])[C@@H:29]([O:30][C:31](=[O:36])[C:32]([CH3:35])([CH3:34])[CH3:33])[C@H:21]([O:22][C:23](=[O:28])[C:24]([CH3:27])([CH3:26])[CH3:25])[C@H:13]1[O:14][C:15](=[O:20])[C:16]([CH3:19])([CH3:18])[CH3:17])=[N:5][NH:6]2.[CH2:47]=[CH:48][C:49]1[CH:54]=[CH:53][CH:52]=[CH:51][CH:50]=1.CC1C=CC=CC=1P(C1C=CC=CC=1C)C1C=CC=CC=1C>C([O-])(=O)C.[Pd+2].C([O-])(=O)C.C(N(CC)CC)C>[C:49]1(/[CH:48]=[CH:47]/[C:2]2[CH:10]=[CH:9][CH:8]=[C:7]3[C:3]=2[C:4]([O:11][C@@H:12]2[O:38][C@H:37]([CH2:39][O:40][C:41](=[O:46])[C:42]([CH3:45])([CH3:44])[CH3:43])[C@@H:29]([O:30][C:31](=[O:36])[C:32]([CH3:33])([CH3:34])[CH3:35])[C@H:21]([O:22][C:23](=[O:28])[C:24]([CH3:25])([CH3:26])[CH3:27])[C@H:13]2[O:14][C:15](=[O:20])[C:16]([CH3:19])([CH3:18])[CH3:17])=[N:5][NH:6]3)[CH:54]=[CH:53][CH:52]=[CH:51][CH:50]=1 |f:3.4.5|. Reported procedure: A mixture of 4-bromo-3-(2,3,4,6-tetra-O-pivaloyl-β-D-glucopyranosyloxy)-1H-indazole (75 mg), styrene (33 mg), triethylamine (0.073 mL), palladium (II) acetate (2 mg) and tris(2-methylphenyl)phosphine (6 mg) inacetonitrile (2 mL) was heated for reflux under an argon atmosphere overnight. The reaction mixture was purified by column chromatography on silica gel (eluent: n-hexane/ethyl acetate=3/1-2/1) to give the title compound (50 mg). Reactants: O=C([O-])[O-], CS(=O)(=O)OCCc1cccs1, CN(C)C=O, [Cs+], [Cs+], CC(C)CN(C(=O)c1nc2ccccc2[nH]1)C1CC(C(=O)N2CCOCC2)CN(C(=O)OC(C)(C)C)C1. Product: CC(C)CN(C(=O)c1nc2ccccc2n1CCc1cccs1)C1CC(C(=O)N2CCOCC2)CN(C(=O)OC(C)(C)C)C1. RXN SMILES: [C:50](=[O:51])([O-:52])[O-:53].[CH3:38][S:39]([O:40][CH2:43][CH2:44][c:45]1[s:46][cH:47][cH:48][cH:49]1)(=[O:41])=[O:42].[CH3:56][N:57]([CH3:58])[CH:59]=[O:60].[Cs+:54].[Cs+:55].[nH:1]1[c:2]([C:10](=[O:11])[N:12]([CH:13]2[CH2:14][N:15]([C:27](=[O:28])[O:29][C:30]([CH3:31])([CH3:32])[CH3:33])[CH2:16][CH:17]([C:19](=[O:20])[N:21]3[CH2:22][CH2:23][O:24][CH2:25][CH2:26]3)[CH2:18]2)[CH2:34][CH:35]([CH3:36])[CH3:37])[n:3][c:4]2[c:5]1[cH:6][cH:7][cH:8][cH:9]2>>[n:1]1[c:2]([C:10](=[O:11])[N:12]([CH:13]2[CH2:14][N:15]([C:27](=[O:28])[O:29][C:30]([CH3:31])([CH3:32])[CH3:33])[CH2:16][CH:17]([C:19](=[O:20])[N:21]3[CH2:22][CH2:23][O:24][CH2:25][CH2:26]3)[CH2:18]2)[CH2:34][CH:35]([CH3:36])[CH3:37])[n:3]([CH2:43][CH2:44][c:45]2[s:46][cH:47][cH:48][cH:49]2)[c:4]2[c:5]1[cH:6][cH:7][cH:8][cH:9]2. Reactants: BrC1=CC=C(C(=O)Cl)C=C1 (4-bromobenzoyl chloride), NC1=C(CCC2N(CCCC2)C)C=CC=C1 (2-(o-aminophenethyl)-1-methylpiperidine). The product is BrC1=CC=C(C(=O)NC2=C(C=CC=C2)CCC2N(CCCC2)C)C=C1 (4-bromo-2'-[2-(1-methyl-2-piperidyl)ethyl]benzanilide). Reaction SMILES: [Br:1][C:2]1[CH:10]=[CH:9][C:5]([C:6](Cl)=[O:7])=[CH:4][CH:3]=1.[NH2:11][C:12]1[CH:26]=[CH:25][CH:24]=[CH:23][C:13]=1[CH2:14][CH2:15][CH:16]1[CH2:21][CH2:20][CH2:19][CH2:18][N:17]1[CH3:22]>>[Br:1][C:2]1[CH:10]=[CH:9][C:5]([C:6]([NH:11][C:12]2[CH:26]=[CH:25][CH:24]=[CH:23][C:13]=2[CH2:14][CH2:15][CH:16]2[CH2:21][CH2:20][CH2:19][CH2:18][N:17]2[CH3:22])=[O:7])=[CH:4][CH:3]=1. Procedure: Reaction of 4-bromobenzoyl chloride with 2-(o-aminophenethyl)-1-methylpiperidine according to the procedure of Example 114 affords 4-bromo-2'-[2-(1-methyl-2-piperidyl)ethyl]benzanilide, m.p. 137.5°-138.5° C. (corr.), from ethyl acetate. Starting materials: C=1(O)C(O)=CC=CC1 (catechol), C(O)([O-])=O.[Na+] (sodium hydrogencarbonate), ClCC(C)=O (monochloroacetone), [OH-].[Na+] (sodium hydroxide), ClCC(C)=O (monochloroacetone). Solvent: O (water), C(C)(C)O (isopropyl alcohol). Conditions: time 4 hour. Product: C(C(=O)C)OC1=C(C=CC=C1)O (2-acetonyloxyphenol). Yield: 46.6%. As a reaction SMILES: [C:1]1([C:3](=[CH:5][CH:6]=[CH:7][CH:8]=1)[OH:4])[OH:2].C(=O)([O-])O.[Na+].Cl[CH2:15][C:16](=[O:18])[CH3:17].[OH-].[Na+]>O.C(O)(C)C>[CH2:15]([O:2][C:1]1[CH:8]=[CH:7][CH:6]=[CH:5][C:3]=1[OH:4])[C:16]([CH3:17])=[O:18] |f:1.2,4.5|. Procedure details: 11 g of catechol, 16.8 g of sodium hydrogencarbonate and 9.5 g of monochloroacetone were dissolved in a mixed solvent of 300 ml of water and 100 ml of isopropyl alcohol, and the solution was heated up to 50° to 60° C. and then stirred for 4 hours. Afterward, 50 ml of a 8% aqueous sodium hydroxide solution and 9.3 g of monochloroacetone were further added, followed by stirring at 50° C. for 5 hours. After standing for cooling, insolubles were removed from the solution by filtration, and the resul...